This data is from the Open Reaction Database (ORD), a public repository of structured organic reaction records. The task is: describe an organic reaction: reactants, conditions, products, and yield Starting materials: ClC1=NC(=NC(=C1)Cl)NC (4,6-Dichloro-N-methyl-2-pyrimidinamine), C(C)[C@@H]1CO[C@@H](CN1)C(=O)NCC1=CC=CC=C1 ((2S,5R)-5-ethyl-N-(phenylmethyl)-2-morpholinecarboxamide), CCN(C(C)C)C(C)C (Hunig's base). Run in O (water), CC#N (CH3CN). Reaction conditions: temperature 100 celsius. Yields the product ClC1=CC(=NC(=N1)NC)N1C[C@H](OC[C@H]1CC)C(=O)NCC1=CC=CC=C1 ((2S,5R)-4-[6-Chloro-2-(methylamino)-4-pyrimidinyl]-5-ethyl-N-(phenylmethyl)-2-morpholinecarboxamide). Yield: 256.5%. As a reaction SMILES: Cl[C:2]1[CH:7]=[C:6]([Cl:8])[N:5]=[C:4]([NH:9][CH3:10])[N:3]=1.[CH2:11]([C@H:13]1[NH:18][CH2:17][C@@H:16]([C:19]([NH:21][CH2:22][C:23]2[CH:28]=[CH:27][CH:26]=[CH:25][CH:24]=2)=[O:20])[O:15][CH2:14]1)[CH3:12].CCN(C(C)C)C(C)C>CC#N.O>[Cl:8][C:6]1[N:5]=[C:4]([NH:9][CH3:10])[N:3]=[C:2]([N:18]2[C@H:13]([CH2:11][CH3:12])[CH2:14][O:15][C@H:16]([C:19]([NH:21][CH2:22][C:23]3[CH:28]=[CH:27][CH:26]=[CH:25][CH:24]=3)=[O:20])[CH2:17]2)[CH:7]=1. Reported procedure: 4,6-Dichloro-N-methyl-2-pyrimidinamine (0.143 g, 0.805 mmol) was added to a 20 mL microwave vial followed by the addition of (2S,5R)-5-ethyl-N-(phenylmethyl)-2-morpholinecarboxamide (0.200 g, 0.805 mmol) in CH3CN (5 mL) and Hunig's base (0.703 mL, 4.03 mmol). The reaction was irradiated at 150° C. for 10 minutes. The reaction was left in the 20 mL sealed microwave vessel and heated to 100° C. over the weekend. The reaction mixture was diluted with water and extracted with EtOAc (2×). The organic... The reactants are O=C([O-])[O-], CS(C)=O, CCOC(C)=O, ClCCCOCCc1ccc2ccsc2c1, Cl, Cl, [K+], [K+], OC1CNC1, O. Product: OC1CN(CCCOCCc2ccc3ccsc3c2)C1. Reaction SMILES: [C:23](=[O:24])([O-:25])[O-:26].[CH3:30][S:31](=[O:32])[CH3:33].[CH3:34][CH2:35][O:36][C:37](=[O:38])[CH3:39].[Cl:1][CH2:2][CH2:3][CH2:4][O:5][CH2:6][CH2:7][c:8]1[cH:9][c:10]2[c:11]([cH:12][cH:13][s:14]2)[cH:15][cH:16]1.[ClH:17].[ClH:29].[K+:27].[K+:28].[NH:18]1[CH2:19][CH:20]([OH:22])[CH2:21]1.[OH2:40]>>[CH2:2]([CH2:3][CH2:4][O:5][CH2:6][CH2:7][c:8]1[cH:9][c:10]2[c:11]([cH:12][cH:13][s:14]2)[cH:15][cH:16]1)[N:18]1[CH2:19][CH:20]([OH:22])[CH2:21]1. The reactants are ClC=1C=C(C(=O)OO)C=CC1 (3-Chloroperoxybenzoic acid), ClC=1C=NC=C(C1COC1OCCCC1)Cl (3,5-Dichloro-4-(tetrahydro-pyran-2-yloxymethyl)-pyridine). Run in C(Cl)Cl (DCM). Run at time 3 hour. Yields the product ClC=1C=[N+](C=C(C1COC1OCCCC1)Cl)[O-] (3,5-Dichloro-4-(tetrahydro-pyran-2-yloxymethyl)-pyridine 1-oxide). As a reaction SMILES: ClC1C=C(C=CC=1)C(OO)=[O:6].[Cl:12][C:13]1[CH:14]=[N:15][CH:16]=[C:17]([Cl:27])[C:18]=1[CH2:19][O:20][CH:21]1[CH2:26][CH2:25][CH2:24][CH2:23][O:22]1>C(Cl)Cl>[Cl:12][C:13]1[CH:14]=[N+:15]([O-:6])[CH:16]=[C:17]([Cl:27])[C:18]=1[CH2:19][O:20][CH:21]1[CH2:26][CH2:25][CH2:24][CH2:23][O:22]1. Procedure details: 3-Chloroperoxybenzoic acid (mCPBA, 1.32 g, 7.66 mmol) was added to a stirred solution of 3,5-Dichloro-4-(tetrahydro-pyran-2-yloxymethyl)-pyridine (200 mg, 0.766 mmol) in DCM (5 mL). After stirring for 3 h at RT the solvent was removed in vacuo and the residue was partitioned between DCM (50 mL) and 2 N NaOH solution (50 mL). After extraction of the organic layer with water (50 mL) the organic layer was dried over Na2SO4, filtered, and concentrated in vacuo. The resulting title compound was used ... The reactants are CO, C=CCON=C(C(=O)OCC)c1csc(N)n1, [Na+], C1CCOC1, [OH-]. The product is C=CCON=C(C(=O)O)c1csc(N)n1. Reaction SMILES: [CH3:25][OH:26].[NH2:1][c:2]1[s:3][cH:4][c:5]([C:7]([C:8](=[O:9])[O:10][CH2:11][CH3:12])=[N:13][O:14][CH2:15][CH:16]=[CH2:17])[n:6]1.[Na+:19].[O:20]1[CH2:21][CH2:22][CH2:23][CH2:24]1.[OH-:18]>>[NH2:1][c:2]1[s:3][cH:4][c:5]([C:7]([C:8](=[O:9])[OH:10])=[N:13][O:14][CH2:15][CH:16]=[CH2:17])[n:6]1.